Dataset: the Open Reaction Database (ORD), a public repository of structured organic reaction records. Task: describe an organic reaction: reactants, conditions, products, and yield Reactants: C(C1=CC=CC=C1)N1CC2=C(CC1)OC=C2 (5-Benzyl-4,5,6,7-tetrahydro-furo[3,2-c]pyridine), [H][H] (hydrogen). The reagents and catalysts are [Pd] (palladium on activated carbon). Solvent: C(C)O (ethanol). The product is O1C=CC=2CNCCC21 (4,5,6,7-tetrahydro-furo[3,2-c]pyridine). RXN SMILES: C([N:8]1[CH2:13][CH2:12][C:11]2[O:14][CH:15]=[CH:16][C:10]=2[CH2:9]1)C1C=CC=CC=1.[H][H]>C(O)C.[Pd]>[O:14]1[C:11]2[CH2:12][CH2:13][NH:8][CH2:9][C:10]=2[CH:16]=[CH:15]1. Procedure details: 5-Benzyl-4,5,6,7-tetrahydro-furo[3,2-c]pyridine (410 mg, 1.9 mmol) was dissolved in ethanol (4 ml), and the solution was mixed with 10% palladium on activated carbon (80 mg) and stirred at room temperature for 15 hours in an atmosphere of hydrogen. The reaction solution was filtered to remove 10% palladium on activated carbon, and the solvent was removed by evaporation under a reduced pressure to obtain crude 4,5,6,7-tetrahydro-furo[3,2-c]pyridine. This compound and 2a-(4-bromobutyl)-2a,3,4,5-te... Yields the product COc1cc2c(cc1OC)CN(C(=O)OC(C)(C)C)C(C(=O)OCc1ccccc1)C2. Reactants: COc1cc2c(cc1OC)CN(C(=O)OC(C)(C)C)C(C(=O)O)C2, ClCc1ccccc1, [I-], [K+], [K+], [Na+], O=C([O-])[O-], CN(C)C=O, O. As a reaction SMILES: [CH3:17][O:18][c:19]1[cH:20][c:21]2[c:26]([cH:27][c:28]1[O:29][CH3:30])[CH2:25][N:24]([C:31](=[O:32])[O:33][C:34]([CH3:35])([CH3:36])[CH3:37])[CH:23]([C:38](=[O:39])[OH:40])[CH2:22]2.[Cl:1][CH2:2][c:3]1[cH:4][cH:5][cH:6][cH:7][cH:8]1.[I-:15].[K+:10].[K+:9].[Na+:16].[O-:11][C:12]([O-:13])=[O:14].[O:41]=[CH:42][N:43]([CH3:44])[CH3:45].[OH2:46]>>[CH2:2]([c:3]1[cH:4][cH:5][cH:6][cH:7][cH:8]1)[O:40][C:38]([CH:23]1[CH2:22][c:21]2[cH:20][c:19]([O:18][CH3:17])[c:28]([O:29][CH3:30])[cH:27][c:26]2[CH2:25][N:24]1[C:31](=[O:32])[O:33][C:34]([CH3:35])([CH3:36])[CH3:37])=[O:39]. Reactants: COC(=O)c1ccc(Cc2c[nH]c3ccc([N+](=O)[O-])cc23)c(OC)c1, Cl, [H-], CI, [Na+], C1CCOC1. The product is COC(=O)c1ccc(Cc2cn(C)c3ccc([N+](=O)[O-])cc23)c(OC)c1. As a reaction SMILES: [CH3:1][O:2][c:3]1[cH:4][c:5]([C:6](=[O:7])[O:8][CH3:9])[cH:10][cH:11][c:12]1[CH2:13][c:14]1[cH:15][nH:16][c:17]2[cH:18][cH:19][c:20]([N+:23](=[O:24])[O-:25])[cH:21][c:22]12.[ClH:30].[H-:26].[I:28][CH3:29].[Na+:27].[O:31]1[CH2:32][CH2:33][CH2:34][CH2:35]1>>[CH3:1][O:2][c:3]1[cH:4][c:5]([C:6](=[O:7])[O:8][CH3:9])[cH:10][cH:11][c:12]1[CH2:13][c:14]1[cH:15][n:16]([CH3:29])[c:17]2[cH:18][cH:19][c:20]([N+:23](=[O:24])[O-:25])[cH:21][c:22]12. Starting materials: Cc1ccc(N)cc1Nc1nccc(-c2cncnc2)n1, CN(C)C=O, CCN(C(C)C)C(C)C, C[n+]1ccccc1Cl, O=C(O)c1ccc(CN2CCN(CCF)CC2)c(C(F)(F)F)c1, [I-], O. Product: Cc1ccc(NC(=O)c2ccc(CN3CCN(CCF)CC3)c(C(F)(F)F)c2)cc1Nc1nccc(-c2cncnc2)n1. Reaction SMILES: [CH3:33][c:34]1[c:35]([NH:41][c:42]2[n:43][cH:44][cH:45][c:46](-[c:48]3[cH:49][n:50][cH:51][n:52][cH:53]3)[n:47]2)[cH:36][c:37]([NH2:38])[cH:39][cH:40]1.[CH3:63][N:64]([CH3:65])[CH:66]=[O:67].[CH:54]([N:55]([CH:56]([CH3:57])[CH3:58])[CH2:59][CH3:60])([CH3:61])[CH3:62].[Cl:25][c:26]1[cH:27][cH:28][cH:29][cH:30][n+:31]1[CH3:32].[F:1][CH2:2][CH2:3][N:4]1[CH2:5][CH2:6][N:7]([CH2:10][c:11]2[c:12]([C:20]([F:21])([F:22])[F:23])[cH:13][c:14]([C:15](=[O:16])[OH:17])[cH:18][cH:19]2)[CH2:8][CH2:9]1.[I-:24].[OH2:68]>>[F:1][CH2:2][CH2:3][N:4]1[CH2:5][CH2:6][N:7]([CH2:10][c:11]2[c:12]([C:20]([F:21])([F:22])[F:23])[cH:13][c:14]([C:15](=[O:16])[NH:38][c:37]3[cH:36][c:35]([NH:41][c:42]4[n:43][cH:44][cH:45][c:46](-[c:48]5[cH:49][n:50][cH:51][n:52][cH:53]5)[n:47]4)[c:34]([CH3:33])[cH:40][cH:39]3)[cH:18][cH:19]2)[CH2:8][CH2:9]1. The reactants are COC1=C(C=CC(=C1)B1OC(C(O1)(C)C)(C)C)C1=CC=C(N=N1)N(C1CC(NC(C1)(C)C)(C)C)C (6-(2-methoxy-4-(4,4,5,5-tetramethyl-1,3,2-dioxaborolan-2-yl)phenyl)-N-methyl-N-(2,2,6,6-tetramethylpiperidin-4-yl)pyridazin-3-amine), COC1=C(C=CC(=C1)B1OC(C(O1)(C)C)(C)C)C1=CC=C(N=N1)N(C1CC(NC(C1)(C)C)(C)C)C (6-(2-methoxy-4-(4,4,5,5-tetramethyl-1,3,2-dioxaborolan-2-yl)phenyl)-N-methyl-N-(2,2,6,6-tetramethylpiperidin-4-yl)pyridazin-3-amine), BrC=1N=CN(C1)COCC[Si](C)(C)C (4-bromo-1-((2-(trimethylsilyl)ethoxy)methyl)-1H-imidazole), C(=O)([O-])[O-].[Na+].[Na+] (Na2CO3), COCCOC (DME). The reagents and catalysts are Cl[Pd]([P](C1=CC=CC=C1)(C2=CC=CC=C2)C3=CC=CC=C3)([P](C4=CC=CC=C4)(C5=CC=CC=C5)C6=CC=CC=C6)Cl (Pd(PPh3)2Cl2). Solvent: CCO (EtOH), O (H2O). Reaction conditions: temperature 150 celsius. The product is COC1=C(C=CC(=C1)C=1N=CN(C1)COCC[Si](C)(C)C)C1=CC=C(N=N1)N(C1CC(NC(C1)(C)C)(C)C)C (6-(2-methoxy-4-(1-((2-(trimethylsilyl)ethoxy)methyl)-1H-imidazol-4-yl)phenyl)-N-methyl-N-(2,2,6,6-tetramethylpiperidin-4-yl)pyridazin-3-amine). The yield is 90.8%. As a reaction SMILES: [CH3:1][O:2][C:3]1[CH:8]=[C:7](B2OC(C)(C)C(C)(C)O2)[CH:6]=[CH:5][C:4]=1[C:18]1[N:23]=[N:22][C:21]([N:24]([CH3:35])[CH:25]2[CH2:30][C:29]([CH3:32])([CH3:31])[NH:28][C:27]([CH3:34])([CH3:33])[CH2:26]2)=[CH:20][CH:19]=1.Br[C:37]1[N:38]=[CH:39][N:40]([CH2:42][O:43][CH2:44][CH2:45][Si:46]([CH3:49])([CH3:48])[CH3:47])[CH:41]=1.C([O-])([O-])=O.[Na+].[Na+].COCCOC>Cl[Pd](Cl)([P](C1C=CC=CC=1)(C1C=CC=CC=1)C1C=CC=CC=1)[P](C1C=CC=CC=1)(C1C=CC=CC=1)C1C=CC=CC=1.O.CCO>[CH3:1][O:2][C:3]1[CH:8]=[C:7]([C:37]2[N:38]=[CH:39][N:40]([CH2:42][O:43][CH2:44][CH2:45][Si:46]([CH3:49])([CH3:48])[CH3:47])[CH:41]=2)[CH:6]=[CH:5][C:4]=1[C:18]1[N:23]=[N:22][C:21]([N:24]([CH3:35])[CH:25]2[CH2:30][C:29]([CH3:31])([CH3:32])[NH:28][C:27]([CH3:34])([CH3:33])[CH2:26]2)=[CH:20][CH:19]=1 |f:2.3.4,^1:64,83|. Procedure: To a microwave vial was added 6-(2-methoxy-4-(4,4,5,5-tetramethyl-1,3,2-dioxaborolan-2-yl)phenyl)-N-methyl-N-(2,2,6,6-tetramethylpiperidin-4-yl)pyridazin-3-amine (Intermediate 9-3, 50 mg, 0.10 mmol), 4-bromo-1-((2-(trimethylsilyl)ethoxy)methyl)-1H-imidazole (57.7 mg, 0.21 mmol), Na2CO3 (22 mg, 0.21 mmol), and Pd(PPh3)2Cl2 (7.3 mg, 0.01 mmol), followed by DME (1 mL)/EtOH 0.25 mL)/(H2O (0.25 mL). The vial was purged with N2 for 10 minutes and the reaction mixture was heated at 150° C. in a microwa...